From a dataset of the Open Reaction Database (ORD), a public repository of structured organic reaction records. describe an organic reaction: reactants, conditions, products, and yield The reactants are CO, ClCCl, COc1cc(C(=O)O)c(F)cc1N, C[Si](C)(C)C=[N+]=[N-]. Yields the product COC(=O)c1cc(OC)c(N)cc1F. As a reaction SMILES: [CH3:24][OH:25].[Cl:21][CH2:22][Cl:23].[NH2:1][c:2]1[cH:3][c:4]([F:13])[c:5]([C:6](=[O:7])[OH:8])[cH:9][c:10]1[O:11][CH3:12].[Si:14]([CH3:15])([CH:16]=[N+:17]=[N-:18])([CH3:19])[CH3:20]>>[NH2:1][c:2]1[cH:3][c:4]([F:13])[c:5]([C:6](=[O:7])[O:8][CH3:15])[cH:9][c:10]1[O:11][CH3:12]. Reactants: COC(=O)C1=C(NC2=CC(=CC=C12)Cl)C (6-chloro-2-methyl-1H-indole-3-carboxylic acid methyl ester), BrC(C)C (2-bromopropane), C([O-])([O-])=O.[K+].[K+] (potassium carbonate), CN(C)C=O (DMF). Solvent: O (water). Run at temperature 100 celsius. The product is COC(=O)C1=C(N(C2=CC(=CC=C12)Cl)C(C)C)C (6-Chloro-1-isopropyl-2-methyl-1H-indole-3-carboxylic acid methyl ester). The yield is 60.9%. Reaction SMILES: [CH3:1][O:2][C:3]([C:5]1[C:13]2[C:8](=[CH:9][C:10]([Cl:14])=[CH:11][CH:12]=2)[NH:7][C:6]=1[CH3:15])=[O:4].Br[CH:17]([CH3:19])[CH3:18].C(=O)([O-])[O-].[K+].[K+].CN(C=O)C>O>[CH3:1][O:2][C:3]([C:5]1[C:13]2[C:8](=[CH:9][C:10]([Cl:14])=[CH:11][CH:12]=2)[N:7]([CH:17]([CH3:19])[CH3:18])[C:6]=1[CH3:15])=[O:4] |f:2.3.4|. Procedure: A mixture of 6-chloro-2-methyl-1H-indole-3-carboxylic acid methyl ester (300 mg, 1.34 mmol), 2-bromopropane (1.75 mL, 18.6 mmol), potassium carbonate (743 mg, 5.37 mmol) and DMF (3.5 mL) is heated to 100° C. for 14 h. The mixture is diluted with water and extracted with ether. The ether layers are washed with water and brine and dried over MgSO4. The residue is purified via flash chromatography eluting with 80% CH2Cl2-heptane to give the title compound (217 mg, 61%) as a white solid. ES/MS m/e 2... Reactants: O=C([O-])[O-], COC(CBr)OC, [Cs+], [Cs+], CN(C)C=O, O=C1NCCc2cc(O)ccc21. Product: COC(COc1ccc2c(c1)CCNC2=O)OC. Reaction SMILES: [C:20](=[O:21])([O-:22])[O-:23].[CH3:13][O:14][CH:15]([CH2:16][Br:17])[O:18][CH3:19].[Cs+:24].[Cs+:25].[O:26]=[CH:27][N:28]([CH3:29])[CH3:30].[OH:1][c:2]1[cH:3][c:4]2[c:9]([cH:10][cH:11]1)[C:8](=[O:12])[NH:7][CH2:6][CH2:5]2>>[O:1]([c:2]1[cH:3][c:4]2[c:9]([cH:10][cH:11]1)[C:8](=[O:12])[NH:7][CH2:6][CH2:5]2)[CH2:16][CH:15]([O:14][CH3:13])[O:18][CH3:19]. The reactants are C(\C=C/C(=O)OCC=C)(=O)OCC=C (diallyl maleate), C(C)(=O)OO (peracetic acid), ester. Product: C(\C=C/C(=O)OCC1CO1)(=O)OCC=C (Allyl glycidyl maleate). RXN SMILES: [C:1]([O:11][CH2:12][CH:13]=[CH2:14])(=[O:10])/[CH:2]=[CH:3]\[C:4]([O:6][CH2:7][CH:8]=[CH2:9])=[O:5].C(OO)(=[O:17])C>>[C:4]([O:6][CH2:7][CH:8]=[CH2:9])(=[O:5])/[CH:3]=[CH:2]\[C:1]([O:11][CH2:12][CH:13]1[O:17][CH2:14]1)=[O:10]. Reported procedure: The reaction of diallyl maleate with peracetic acid is reported in J. Am. Chem. Soc. 81, page 3354 (1959). In spite of a 4-fold excess of ester, the reaction time was 11.5 hours at 50° C. Allyl glycidyl maleate was obtained in a yield of only 71%. The preparation of diglycidyl maleate is not mentioned. Yields the product COC=1C=C(C=CC1OC)CC(CCC(CCC1=CC=C(C=C1)Cl)=O)[N+](=O)[O-] (1-(3',4'-Dimethoxyphenyl)-7-(4'-chlorophenyl)-2-nitro-5-heptanone). The solvent is O1CCCC1 (tetrahydrofuran), O1CCCC1 (tetrahydrofuran). RXN SMILES: [CH3:1][O:2][C:3]1[CH:4]=[C:5]([CH2:11][CH2:12][N+:13]([O-:15])=[O:14])[CH:6]=[CH:7][C:8]=1[O:9][CH3:10].I[CH2:17][CH2:18][C:19](=[O:29])[CH2:20][CH2:21][C:22]1[CH:27]=[CH:26][C:25]([Cl:28])=[CH:24][CH:23]=1>O1CCCC1>[CH3:1][O:2][C:3]1[CH:4]=[C:5]([CH2:11][CH:12]([N+:13]([O-:15])=[O:14])[CH2:17][CH2:18][C:19](=[O:29])[CH2:20][CH2:21][C:22]2[CH:23]=[CH:24][C:25]([Cl:28])=[CH:26][CH:27]=2)[CH:6]=[CH:7][C:8]=1[O:9][CH3:10]. The reactants are COC=1C=C(C=CC1OC)CC[N+](=O)[O-] (2-(3,4-dimethoxyphenyl)-1-nitroethane), ICCC(CCC1=CC=C(C=C1)Cl)=O (5-iodo-1-(4'-chlorophenyl)-3-pentanone). Yield: 69.6%. Reported procedure: To a solution of 48.5 g (0.23 mole) of 2-(3,4-dimethoxyphenyl)-1-nitroethane in 400 ml of dry tetrahydrofuran was added 96.0 g (0.23 mole) of 40% Triton B. The solution was stirred at room temperature for 10 min. 70.3 g (0.23 mole) of 5-iodo-1-(4'-chlorophenyl)-3-pentanone in a minimum amount of dry tetrahydrofuran was added dropwise. The mixture was heated at 50° C. for 3 hr., then allowed to stir at room temperature overnight. Solvent was removed in vacuo and the residue taken up in ether and ... Conditions: time 10 minute. Reactants: C1CNCCN1, CCOC(=O)c1cc2cc(Cl)sc2[nH]1. Product: O=C(c1cc2cc(Cl)sc2[nH]1)N1CCNCC1. As a reaction SMILES: [CH2:15]1[CH2:16][NH:17][CH2:18][CH2:19][NH:20]1.[CH2:1]([O:2][C:4](=[O:5])[c:6]1[cH:7][c:8]2[c:9]([nH:10]1)[s:11][c:12]([Cl:14])[cH:13]2)[CH3:3]>>[C:4](=[O:5])([c:6]1[cH:7][c:8]2[c:9]([nH:10]1)[s:11][c:12]([Cl:14])[cH:13]2)[N:17]1[CH2:16][CH2:15][NH:20][CH2:19][CH2:18]1. Starting materials: CC(C)(C)OC(=O)NC1CSCCNC1=O, COC(=O)C(C)I. Product: COC(=O)C(C)N1CCSCC(NC(=O)OC(C)(C)C)C1=O. Reaction SMILES: [C:1]([CH3:2])([CH3:3])([CH3:4])[O:5][C:6](=[O:7])[NH:8][CH:9]1[C:10](=[O:16])[NH:11][CH2:12][CH2:13][S:14][CH2:15]1.[I:17][CH:18]([C:19](=[O:20])[O:21][CH3:22])[CH3:23]>>[C:1]([CH3:2])([CH3:3])([CH3:4])[O:5][C:6](=[O:7])[NH:8][CH:9]1[C:10](=[O:16])[N:11]([CH:18]([C:19](=[O:20])[O:21][CH3:22])[CH3:23])[CH2:12][CH2:13][S:14][CH2:15]1.